From a dataset of the Open Reaction Database (ORD), a public repository of structured organic reaction records. describe an organic reaction: reactants, conditions, products, and yield The reactants are C(Cl)C1CO1 (epichlorohydrin), O (water), [N+](=O)([O-])C=1C=C(C=CC1)O (3-nitrophenol), [OH-].[K+] (potassium hydroxide). Run in C(C)(C)O (isopropanol), C(C)(C)O (isopropanol). Yields the product [N+](=O)([O-])C=1C=C(OCC(COC2=CC(=CC=C2)[N+](=O)[O-])O)C=CC1 (1,3-BIS(3-NITROPHENOXY)-2-PROPANOL). As a reaction SMILES: [N+:1]([C:4]1[CH:5]=[C:6]([OH:10])[CH:7]=[CH:8][CH:9]=1)([O-:3])=[O:2].[CH2:11]([CH:13]1[O:15][CH2:14]1)Cl.[OH-:16].[K+].[OH2:18]>C(O)(C)C>[N+:1]([C:4]1[CH:5]=[C:6]([CH:7]=[CH:8][CH:9]=1)[O:10][CH2:7][CH:6]([OH:10])[CH2:14][O:15][C:13]1[CH:11]=[CH:8][CH:9]=[C:4]([N+:1]([O-:18])=[O:16])[CH:5]=1)([O-:3])=[O:2] |f:2.3|. Procedure: 44.3 g. (0.32 mole) of 3-nitrophenol is dissolved in 1.2 liter of isopropanol; 13.7 ml. of epichlorohydrin is added thereto and then a solution of 17.5 g. of potassium hydroxide in 250 ml. of isopropanol as well as 10 ml. of water are introduced. The mixture is refluxed for 48 hours, concentrated to half its volume, and combined with 250 ml. of water. The thus-precipitated product is filtered off, washed with water, and dried.